Dataset: the Open Reaction Database (ORD), a public repository of structured organic reaction records. Task: describe an organic reaction: reactants, conditions, products, and yield The reactants are C1(CCCC1)C1=C(C=C(C=C1)COC1=CC=C(C=C1)[N+](=O)[O-])C(F)(F)F (1-cyclopentyl-4-((4-nitrophenoxy)methyl)-2-(trifluoromethyl)benzene), [Cl-].[NH4+] (Ammonium chloride). The reagents and catalysts are [Zn] (Zinc). The solvent is C(C)#N (ACN). Conditions: temperature 2.5 celsius. Yields the product Cl.C1(CCCC1)C1=C(C=C(COC2=CC=C(N)C=C2)C=C1)C(F)(F)F (4-(4-Cyclopentyl-3-(trifluoromethyl)benzyloxy)aniline hydrochloride). As a reaction SMILES: [CH:1]1([C:6]2[CH:11]=[CH:10][C:9]([CH2:12][O:13][C:14]3[CH:19]=[CH:18][C:17]([N+:20]([O-])=O)=[CH:16][CH:15]=3)=[CH:8][C:7]=2[C:23]([F:26])([F:25])[F:24])[CH2:5][CH2:4][CH2:3][CH2:2]1.[Cl-:27].[NH4+]>C(#N)C.[Zn]>[ClH:27].[CH:1]1([C:6]2[CH:11]=[CH:10][C:9]([CH2:12][O:13][C:14]3[CH:15]=[CH:16][C:17]([NH2:20])=[CH:18][CH:19]=3)=[CH:8][C:7]=2[C:23]([F:24])([F:25])[F:26])[CH2:2][CH2:3][CH2:4][CH2:5]1 |f:1.2,5.6|. Reported procedure: In a 2 L flask equipped with stirrer and thermocouple, was placed 1-cyclopentyl-4-((4-nitrophenoxy)methyl)-2-(trifluoromethyl)benzene (40 g, 109 mmol) in ACN (520 mL). Ammonium chloride (3M, 520 mL) was added and the mixture was stirred and cooled to 2.5° C. Zinc (35.8 g, 547 mmol) was added in portions keeping temperature below 5° C. After addition was completed, the reaction mixture was allowed to warm to room temperature and stirred overnight. The mixture was filtered through a bed of celite ... The reactants are C12C(CCCC1)O2 (cyclohexene oxide), C([O-])([O-])=O.[K+].[K+] (potassium carbonate), [N+](=O)([O-])C=1N=CNC1 (4-nitroimidazole). Solvent: CN(C=O)C (N,N-dimethylformamide), C(Cl)(Cl)Cl (chloroform). Reaction conditions: temperature 100 celsius. Yields the product [N+](=O)([O-])C=1N=CN(C1)C1C(CCCC1)O (2-(4-Nitroimidazol-1-yl)cyclohexanol). The yield is 63.8%. RXN SMILES: [CH:1]12[O:7][CH:2]1[CH2:3][CH2:4][CH2:5][CH2:6]2.C(=O)([O-])[O-].[K+].[K+].[N+:14]([C:17]1[N:18]=[CH:19][NH:20][CH:21]=1)([O-:16])=[O:15]>CN(C)C=O.C(Cl)(Cl)Cl>[N+:14]([C:17]1[N:18]=[CH:19][N:20]([CH:2]2[CH2:3][CH2:4][CH2:5][CH2:6][CH:1]2[OH:7])[CH:21]=1)([O-:16])=[O:15] |f:1.2.3|. Procedure details: 40.0 ml (395 mmol) of cyclohexene oxide and 86.37 g (625 mmol) of potassium carbonate were added to a suspension of 50.08 g (443 mmol) of 4-nitroimidazole in 800 ml of N,N-dimethylformamide. The obtained mixture was stirred under heating at 100° C. for 3 days and 20 hours to give a yellowish-brown suspension. This suspension was cooled by allowing to stand, and filtered to remove insolubles. The filtrate was concentrated in a vacuum. Water was added to the obtained residue to form a crystalline ... Starting materials: CN1C(=CC=C1C1=CC=CC=C1)C=1C=C2C=CC(=CC2=CC1)O (6-(1-methyl-5-phenyl-1H-pyrrol-2-yl)-2-naphthol), COC(C(CC1=CC=CC=C1)OS(=O)(=O)C(F)(F)F)=O (3-phenyl-2-trifluoromethanesulfonyloxypropionic acid methyl ester), C([O-])([O-])=O.[Cs+].[Cs+] (cesium carbonate). Run at time 4 hour. Product: CN1C(=CC=C1C1=CC=CC=C1)C=1C=C2C=CC(=CC2=CC1)OC(C(=O)OC)CC1=CC=CC=C1 (methyl 2-{[6-(1-methyl-5-phenyl-1H-pyrrol-2-yl)-2-naphthyl]oxy}-3-phenylpropanoate). Yield: 94.7%. Reaction SMILES: [CH3:1][N:2]1[C:6]([C:7]2[CH:12]=[CH:11][CH:10]=[CH:9][CH:8]=2)=[CH:5][CH:4]=[C:3]1[C:13]1[CH:14]=[C:15]2[C:20](=[CH:21][CH:22]=1)[CH:19]=[C:18]([OH:23])[CH:17]=[CH:16]2.[CH3:24][O:25][C:26](=[O:43])[CH:27](OS(C(F)(F)F)(=O)=O)[CH2:28][C:29]1[CH:34]=[CH:33][CH:32]=[CH:31][CH:30]=1.C(=O)([O-])[O-].[Cs+].[Cs+]>>[CH3:1][N:2]1[C:6]([C:7]2[CH:8]=[CH:9][CH:10]=[CH:11][CH:12]=2)=[CH:5][CH:4]=[C:3]1[C:13]1[CH:14]=[C:15]2[C:20](=[CH:21][CH:22]=1)[CH:19]=[C:18]([O:23][CH:27]([CH2:28][C:29]1[CH:34]=[CH:33][CH:32]=[CH:31][CH:30]=1)[C:26]([O:25][CH3:24])=[O:43])[CH:17]=[CH:16]2 |f:2.3.4|. Procedure: In a similar manner as described in step 6 of Example 1, the title compound was prepared from 6-(1-methyl-5-phenyl-1H-pyrrol-2-yl)-2-naphthol (0.300 g, 1.00 mmol), prepared in step 2 of Example 5, 3-phenyl-2-trifluoromethanesulfonyloxypropionic acid methyl ester (0.469 g, 1.50 mmol) and cesium carbonate (0.653 g, 2.00 mmol) with the exception that this reaction was complete after 4 hours at ambient temperature. Purification on a Biotage Horizon™ system with a KP-Sil Flash 40+M column (100 g Sili...